This data is from the Open Reaction Database (ORD), a public repository of structured organic reaction records. The task is: describe an organic reaction: reactants, conditions, products, and yield The reactants are ClC(Cl)(Cl)Cl, O=C1CCC(=O)N1Cl, Cc1cccc2c(-c3ccc(Cl)cc3)nccc12. Yields the product ClCc1cccc2c(-c3ccc(Cl)cc3)nccc12. As a reaction SMILES: [C:27]([Cl:28])([Cl:29])([Cl:30])[Cl:31].[Cl:19][N:20]1[C:21](=[O:22])[CH2:23][CH2:24][C:25]1=[O:26].[Cl:1][c:2]1[cH:3][cH:4][c:5](-[c:8]2[n:9][cH:10][cH:11][c:12]3[c:13]([CH3:18])[cH:14][cH:15][cH:16][c:17]23)[cH:6][cH:7]1>>[Cl:1][c:2]1[cH:3][cH:4][c:5](-[c:8]2[n:9][cH:10][cH:11][c:12]3[c:13]([CH2:18][Cl:19])[cH:14][cH:15][cH:16][c:17]23)[cH:6][cH:7]1. Starting materials: BrBr (bromine), C(C)(=O)C=1OC=CC1 (2-acetylfuran), BrBr (bromine). Run in C(C)OCC (ethyl ether). Conditions: time 2 hour. Yields the product BrCC(=O)C=1OC=CC1 (2-Bromoacetylfuran). RXN SMILES: [C:1]([C:4]1[O:5][CH:6]=[CH:7][CH:8]=1)(=[O:3])[CH3:2].[Br:9]Br>C(OCC)C>[Br:9][CH2:2][C:1]([C:4]1[O:5][CH:6]=[CH:7][CH:8]=1)=[O:3]. Reported procedure: To a 5 liter round bottomed flask is added 2-acetylfuran (440 grams, 4 moles) and 2.4 liters of ethyl ether at 5 C in an ice bath. To this solution is added, dropwise over a period of two hours, with vigorous stirring, 230 mL bromine (713 grams, 4.46 moles). After the bromine addition is complete, the reaction mixture is stirred for an additional two hours, and then quenched with the addition of 300 mL of water. The mixture is then allowed to separate overnight, and the ether layer is washed wit... The solvent is C(Cl)Cl (CH2Cl2), C(Cl)Cl (CH2Cl2). Reactants: CC(C=NOCC)NC=1C(=NC=NC1OC)OC (N-[1-methyl-(ethoxyimino)ethyl]-4,6-dimethoxy-pyrimidine-5-amine), [OH-].[Na+] (NaOH), ClCC(=O)Cl (chloracetylchloride). Reported procedure: 12.7 g N-[1-methyl-(ethoxyimino)ethyl]-4,6-dimethoxy-pyrimidine-5-amine and 150 ml dry CH2Cl2 are charged in a sulphonation flask. Thereto are added, dropwise, 6.2 g chloracetylchloride in 25 ml dry CH2Cl2. The reaction temperature rises from 22° to 28°. The reaction mixture is heated under reflux for 2 hours and cooled. Then 10% aqueous NaOH is added, the organic phase partitioned off, dried over Na2SO4 and evaporated. RXN SMILES: [CH3:1][CH:2]([NH:8][C:9]1[C:10]([O:17][CH3:18])=[N:11][CH:12]=[N:13][C:14]=1[O:15][CH3:16])[CH:3]=[N:4][O:5][CH2:6][CH3:7].[Cl:19][CH2:20][C:21](Cl)=[O:22].[OH-].[Na+]>C(Cl)Cl>[CH3:1][CH:2]([N:8]([C:9]1[C:14]([O:15][CH3:16])=[N:13][CH:12]=[N:11][C:10]=1[O:17][CH3:18])[C:21](=[O:22])[CH2:20][Cl:19])[CH:3]=[N:4][O:5][CH2:6][CH3:7] |f:2.3|. The product is CC(C=NOCC)N(C(CCl)=O)C=1C(=NC=NC1OC)OC (N-[1-methyl-(ethoxyimino)ethyl]-N-(4,6-dimethoxy-pyrimidin-5-yl)-chloroacetamide). Starting materials: [Li]CCCC, C1CCOC1, COc1ccnc(OC)n1, CC1(C)CCCC(C)(C)N1, COc1cc(C=O)c(C(C)Cc2ccccc2)cc1OC. The product is COc1ncc(C(O)c2cc(OC)c(OC)cc2C(C)Cc2ccccc2)c(OC)n1. As a reaction SMILES: [CH2:11]([Li:12])[CH2:13][CH2:14][CH3:15].[CH2:47]1[O:48][CH2:49][CH2:50][CH2:51]1.[CH3:16][O:17][c:18]1[n:19][cH:20][cH:21][c:22]([O:24][CH3:25])[n:23]1.[CH3:1][C:2]1([CH3:3])[CH2:4][CH2:5][CH2:6][C:7]([CH3:8])([CH3:9])[NH:10]1.[CH3:26][O:27][c:28]1[cH:29][c:30]([CH:38]([CH2:39][c:40]2[cH:41][cH:42][cH:43][cH:44][cH:45]2)[CH3:46])[c:31]([CH:32]=[O:33])[cH:34][c:35]1[O:36][CH3:37]>>[CH3:16][O:17][c:18]1[n:19][cH:20][c:21]([CH:32]([c:31]2[c:30]([CH:38]([CH2:39][c:40]3[cH:41][cH:42][cH:43][cH:44][cH:45]3)[CH3:46])[cH:29][c:28]([O:27][CH3:26])[c:35]([O:36][CH3:37])[cH:34]2)[OH:33])[c:22]([O:24][CH3:25])[n:23]1. Starting materials: CCOC(=O)C1CCNCC1, CC1=CC(=NC=C1Br)Cl. The reagents and catalysts are CC(C)(C)[O-].[Na+], CC1(C2=C(C(=CC=C2)P(C3=CC=CC=C3)C4=CC=CC=C4)OC5=C1C=CC=C5P(C6=CC=CC=C6)C7=CC=CC=C7)C, C1=CC=C(C=C1)/C=C/C(=O)/C=C/C2=CC=CC=C2.C1=CC=C(C=C1)/C=C/C(=O)/C=C/C2=CC=CC=C2.C1=CC=C(C=C1)/C=C/C(=O)/C=C/C2=CC=CC=C2.[Pd].[Pd]. Run in CC1=CC=CC=C1. Run at temperature 100 celsius. Product: CCOC(=O)C1CCN(CC1)C2=CN=C(C=C2C)Cl. Yield: 0.0%. Procedure: TRIS(DIBENZYLIDENEACETONE)DIPALLADIUM(0) (22.18 mg, 0.02 mmol) was added to a degassed mixture of ethyl piperidine-4-carboxylate (0.105 mL, 0.68 mmol), (9,9-dimethyl-9H-xanthene-4,5-diyl)bis(diphenylphosphine)(xantphos) (28.0 mg, 0.05 mmol) and ethyl 1-(6-chloro-4-methylpyridin-3-yl)piperidine-4-carboxylate and sodium 2-methylpropan-2-olate (65.2 mg, 0.68 mmol) in toluene (3 mL). The resulting suspension was stirred at 100 °C for 20 hours under nitrogen.  LCMS indicated little reaction so reacti... Starting materials: COC(=O)C=1C(=NC2=C(C=C(C=C2C1C1=CC=CC=C1)Cl)Cl)Cl (2,6,8-Trichloro-4-phenyl-quinoline-3-carboxylic acid methyl ester), CC1NCCC1 (2-methylpyrrolidine). Product: ClC=1C=C2C(=C(C(=NC2=C(C1)Cl)N1C(CCC1)C)C(=O)O)C1=CC=CC=C1 (6,8-Dichloro-2-(2-methyl-pyrrolidin-1-yl)-4-phenyl-quinoline-3-carboxylic acid). RXN SMILES: C[O:2][C:3]([C:5]1[C:6](Cl)=[N:7][C:8]2[C:13]([C:14]=1[C:15]1[CH:20]=[CH:19][CH:18]=[CH:17][CH:16]=1)=[CH:12][C:11]([Cl:21])=[CH:10][C:9]=2[Cl:22])=[O:4].[CH3:24][CH:25]1[CH2:29][CH2:28][CH2:27][NH:26]1>>[Cl:21][C:11]1[CH:12]=[C:13]2[C:8](=[C:9]([Cl:22])[CH:10]=1)[N:7]=[C:6]([N:26]1[CH2:27][CH2:28][CH2:29][CH:25]1[CH3:24])[C:5]([C:3]([OH:2])=[O:4])=[C:14]2[C:15]1[CH:16]=[CH:17][CH:18]=[CH:19][CH:20]=1. Procedure: The title compound was prepared in analogy to example 21 step D from 2,6,8-trichloro-4-phenyl-quinoline-3-carboxylic acid methyl ester (prepared as described in example 21 step C) and 2-methylpyrrolidine. Brown foam. MS (ESI): 401.2 (M+H)+.